This data is from the Open Reaction Database (ORD), a public repository of structured organic reaction records. The task is: describe an organic reaction: reactants, conditions, products, and yield Starting materials: CC1(OCCN(C1)C=1C=C(C(=NC1)N1CCOCC1)N)C (5-(2,2-dimethylmorpholino)-2-morpholinopyridin-3-amine), O1CCOCC1 (1,4-dioxane), CN1CCCC1=O (NMP), ClC1=C(C(=NC2=CC=CC(=C12)F)C1=NC=CC=C1)C (4-chloro-5-fluoro-3-methyl-2-(pyridin-2-yl)quinoline), Cl (hydrochloric acid). Reaction conditions: temperature 160 celsius. Reaction SMILES: [CH3:1][C:2]1([CH3:21])[CH2:7][N:6]([C:8]2[CH:9]=[C:10]([NH2:20])[C:11]([N:14]3[CH2:19][CH2:18][O:17][CH2:16][CH2:15]3)=[N:12][CH:13]=2)[CH2:5][CH2:4][O:3]1.Cl[C:23]1[C:32]2[C:27](=[CH:28][CH:29]=[CH:30][C:31]=2[F:33])[N:26]=[C:25]([C:34]2[CH:39]=[CH:38][CH:37]=[CH:36][N:35]=2)[C:24]=1[CH3:40].Cl.O1CCOCC1.CN1C(=O)CCC1>>[CH3:1][C:2]1([CH3:21])[O:3][CH2:4][CH2:5][N:6]([C:8]2[CH:9]=[C:10]([NH:20][C:23]3[C:32]4[C:27](=[CH:28][CH:29]=[CH:30][C:31]=4[F:33])[N:26]=[C:25]([C:34]4[CH:39]=[CH:38][CH:37]=[CH:36][N:35]=4)[C:24]=3[CH3:40])[C:11]([N:14]3[CH2:15][CH2:16][O:17][CH2:18][CH2:19]3)=[N:12][CH:13]=2)[CH2:7]1. The product is CC1(CN(CCO1)C=1C=C(C(=NC1)N1CCOCC1)NC1=C(C(=NC2=CC=CC(=C12)F)C1=NC=CC=C1)C)C (N-(5-(2,2-dimethyl-4-morpholinyl)-2-(4-morpholinyl)-3-pyridinyl)-5-fluoro-3-methyl-2-(2-pyridinyl)-4-quinolinamine). Procedure details: Prepared according to Procedure K, method 2 using 5-(2,2-dimethylmorpholino)-2-morpholinopyridin-3-amine (62 mg, 0.213 mmol; described herein), 4-chloro-5-fluoro-3-methyl-2-(pyridin-2-yl)quinoline (58 mg, 0.213 mmol; described herein), 4.0M hydrochloric acid in 1,4-dioxane (50 μL, 0.21 mmol), and NMP (310 μL, 3.2 mmol), and heating in a microwave for 3 h at 160° C. Purification afforded N-(5-(2,2-dimethyl-4-morpholinyl)-2-(4-morpholinyl)-3-pyridinyl)-5-fluoro-3-methyl-2-(2-pyridinyl)-4-quinolina... The reactants are C1(=CC(=CC=2C(=CC=CC12)S(=O)(=O)O)S(=O)(=O)O)S(=O)(=O)O (naphthalene-1,3,5-trisulphonic acid), [N+](=O)(O)[O-] (nitric acid), naphthalenetrisulphonic acids. The solvent is S(O)(O)(=O)=O (sulphuric acid), S(O)(O)(=O)=O (sulphuric acid). Product: C1=CC=CC2=CC=CC=C12 (naphthalene). Reaction SMILES: [C:1]1(S(O)(=O)=O)[C:10]2[CH:9]=[CH:8][CH:7]=[C:6](S(O)(=O)=O)[C:5]=2[CH:4]=[C:3](S(O)(=O)=O)[CH:2]=1.[N+]([O-])(O)=O>S(=O)(=O)(O)O>[CH:9]1[C:10]2[C:5](=[CH:4][CH:3]=[CH:2][CH:1]=2)[CH:6]=[CH:7][CH:8]=1. Procedure: The industrially important 8-nitronaphthalene-1,3,5-trisulphonic acid is prepared by nitrating the naphthalene-trisulphonic acid mixture which is obtained in the trisulphonation of naphthalene with sulphuric acid and oleum and which contains naphthalene-1,3,5-trisulphonic acid as the main constituent, with nitric acid using sulphuric acid as the solvent (see F.I.A.T. Final Report No. 1016, pages 42-44). According to this process, the hot solution, of the naphthalenetrisulphonic acids in sulphuri... The reactants are O=C1CCC(=O)N1Br, O=C(OOC(=O)c1ccccc1)c1ccccc1, ClC(Cl)(Cl)Cl, CS(=O)(=O)c1ccc(C(=CC2CCCCCC2)C(=O)Nc2nccs2)cc1. Yields the product CS(=O)(=O)c1ccc(C(=CC2CCCCCC2)C(=O)Nc2ncc(Br)s2)cc1. Reaction SMILES: [Br:28][N:29]1[C:30](=[O:31])[CH2:32][CH2:33][C:34]1=[O:35].[C:36]([O:37][O:38][C:39](=[O:40])[c:41]1[cH:42][cH:43][cH:44][cH:45][cH:46]1)(=[O:47])[c:48]1[cH:49][cH:50][cH:51][cH:52][cH:53]1.[C:54]([Cl:55])([Cl:56])([Cl:57])[Cl:58].[CH:1]1([CH:8]=[C:9]([C:10](=[O:11])[NH:12][c:13]2[s:14][cH:15][cH:16][n:17]2)[c:18]2[cH:19][cH:20][c:21]([S:24](=[O:25])(=[O:26])[CH3:27])[cH:22][cH:23]2)[CH2:2][CH2:3][CH2:4][CH2:5][CH2:6][CH2:7]1>>[CH:1]1([CH:8]=[C:9]([C:10](=[O:11])[NH:12][c:13]2[s:14][c:15]([Br:28])[cH:16][n:17]2)[c:18]2[cH:19][cH:20][c:21]([S:24](=[O:25])(=[O:26])[CH3:27])[cH:22][cH:23]2)[CH2:2][CH2:3][CH2:4][CH2:5][CH2:6][CH2:7]1. Procedure details: A mixture of Compound 1c (5.0 g, 15 mmol) obtained in Step C, DMSO(50 mL), water (5 mL), and sodium chloride (5.0 g) was stirred at 150° C. for 5 hours. The mixture was allowed to cool, and added water, followed by extraction with ethyl acetate. The organic layer was washed with brine and dried over sodium sulfate, and the solvent was evaporated in vacuo. The residue was purified by silica gel column chromatography (eluted with hexane/ethyl acetate=3/1) to give Compound 1 (3.6 g, 86%) as a white... Reaction SMILES: [C:1]([C:3]1([C:14]2[C:23]3[O:22][CH2:21][CH2:20][O:19][C:18]=3[C:17]([O:24][CH3:25])=[CH:16][CH:15]=2)[CH2:8][CH2:7][C:6](=[O:9])[CH:5](C(OC)=O)[CH2:4]1)#[N:2].CS(C)=O.[Cl-].[Na+]>O>[C:1]([C:3]1([C:14]2[C:23]3[O:22][CH2:21][CH2:20][O:19][C:18]=3[C:17]([O:24][CH3:25])=[CH:16][CH:15]=2)[CH2:8][CH2:7][C:6](=[O:9])[CH2:5][CH2:4]1)#[N:2] |f:2.3|. Conditions: temperature 150 celsius, time 5 hour. Product: C(#N)C1(CCC(CC1)=O)C1=CC=C(C=2OCCOC21)OC (4-Cyano-4-(8-methoxy-1,4-benzodioxan-5-yl)cyclohexanone). Solvent: O (water), O (water). The reactants are C(#N)C1(CC(C(CC1)=O)C(=O)OC)C1=CC=C(C=2OCCOC21)OC (4-cyano-4-(8-methoxy-1,4-benzodioxan-5-yl) -2-methoxycarbonylcyclohexanone), CS(=O)C (DMSO), [Cl-].[Na+] (sodium chloride). The yield is 83.5%. The reactants are O=C(Cl)c1ccccc1, COC(=O)c1ccco1, [Cl-], ClC(Cl)(Cl)Cl, O. Yields the product COC(=O)c1ccc(C(=O)c2ccccc2)o1. Reaction SMILES: [C:2]([c:3]1[cH:4][cH:5][cH:6][cH:7][cH:8]1)(=[O:9])[Cl:10].[CH3:11][O:12][C:13](=[O:14])[c:15]1[o:16][cH:17][cH:18][cH:19]1.[Cl-:1].[Cl:21][C:22]([Cl:23])([Cl:24])[Cl:25].[OH2:20]>>[C:2]([c:3]1[cH:4][cH:5][cH:6][cH:7][cH:8]1)(=[O:9])[c:17]1[o:16][c:15]([C:13]([O:12][CH3:11])=[O:14])[cH:19][cH:18]1. The reactants are C1CCOC1, CCOC(=O)C=Cc1ccc(Oc2c(-c3cccc(OC)c3)c(C)cc3cc(OC)ccc23)cc1, Cl, [Li+], [OH-]. Product: COc1cccc(-c2c(C)cc3cc(OC)ccc3c2Oc2ccc(C=CC(=O)O)cc2)c1. As a reaction SMILES: [CH2:39]1[O:40][CH2:41][CH2:42][CH2:43]1.[CH3:1][c:2]1[c:3](-[c:28]2[cH:29][c:30]([O:34][CH3:35])[cH:31][cH:32][cH:33]2)[c:4]([O:14][c:15]2[cH:16][cH:17][c:18]([CH:21]=[CH:22][C:23](=[O:24])[O:25][CH2:26][CH3:27])[cH:19][cH:20]2)[c:5]2[cH:6][cH:7][c:8]([O:12][CH3:13])[cH:9][c:10]2[cH:11]1.[ClH:38].[Li+:37].[OH-:36]>>[CH3:1][c:2]1[c:3](-[c:28]2[cH:29][c:30]([O:34][CH3:35])[cH:31][cH:32][cH:33]2)[c:4]([O:14][c:15]2[cH:16][cH:17][c:18]([CH:21]=[CH:22][C:23](=[O:24])[OH:25])[cH:19][cH:20]2)[c:5]2[cH:6][cH:7][c:8]([O:12][CH3:13])[cH:9][c:10]2[cH:11]1.